From a dataset of the Open Reaction Database (ORD), a public repository of structured organic reaction records. describe an organic reaction: reactants, conditions, products, and yield Reactants: O=C([O-])[O-], CCOC(C)=O, CC(=O)ON=C(C(=O)O)c1csc(NC=O)n1, O=C1CCC(=O)N1Cl, [K+], [K+], [Na+], [Na+], C1CCOC1, O=S([O-])([O-])=S. Yields the product CC(=O)ON=C(C(=O)O)c1nc(NC=O)sc1Cl. Reaction SMILES: [C:33](=[O:34])([O-:35])[O-:36].[CH3:44][CH2:45][O:46][C:47](=[O:48])[CH3:49].[CH:1](=[O:2])[NH:3][c:4]1[s:5][cH:6][c:7]([C:9]([C:10](=[O:11])[OH:12])=[N:13][O:14][C:15]([CH3:16])=[O:17])[n:8]1.[Cl:18][N:19]1[C:20](=[O:21])[CH2:22][CH2:23][C:24]1=[O:25].[K+:37].[K+:38].[Na+:31].[Na+:32].[O:39]1[CH2:40][CH2:41][CH2:42][CH2:43]1.[S:26]([O-:27])([O-:28])(=[O:29])=[S:30]>>[CH:1](=[O:2])[NH:3][c:4]1[s:5][c:6]([Cl:18])[c:7]([C:9]([C:10](=[O:11])[OH:12])=[N:13][O:14][C:15]([CH3:16])=[O:17])[n:8]1. The reactants are ethylene oxides, P(=O)(OC)(OC)OC (trimethyl phosphate), C1=C(C=CC2=CC(=CC=C12)C(=O)OC)C(=O)OC (Dimethyl 2,6-naphthalenedicarboxylate), C(CCCCC(=O)OC)(=O)OC (dimethyl adipate), O=[Sb]O[Sb]=O (antimony trioxide), C1=C(C=CC2=CC(=CC=C12)C(=O)OC)C(=O)OC (dimethyl 2,6-naphthalenedicarboxylate), C(CCCCC(=O)OC)(=O)OC (dimethyl adipate), OC1=CC=C(C=C1)C(C)(C)C1=CC=C(C=C1)O (bisphenol A). The reagents and catalysts are O.O.O.O.C(C)(=O)[O-].[Mn+2].C(C)(=O)[O-] (manganese acetate tetrahydrate). Solvent: C(CO)O (ethylene glycol), CO (methanol). Yields the product C(CCCCC(=O)O)(=O)O (adipic acid), OC1=CC=C(C=C1)C(C)(C)C1=CC=C(C=C1)O (bisphenol A), polyesters. RXN SMILES: C1C2C(=CC(C(OC)=O)=CC=2)C=CC=1C(OC)=O.[C:19]([O:29]C)(=[O:28])[CH2:20][CH2:21][CH2:22][CH2:23][C:24]([O:26]C)=[O:25].[OH:31][C:32]1[CH:37]=[CH:36][C:35]([C:38]([C:41]2[CH:46]=[CH:45][C:44]([OH:47])=[CH:43][CH:42]=2)([CH3:40])[CH3:39])=[CH:34][CH:33]=1.O=[Sb]O[Sb]=O.P(OC)(OC)(OC)=O>C(O)CO.O.O.O.O.C([O-])(=O)C.[Mn+2].C([O-])(=O)C.CO>[C:19]([OH:29])(=[O:28])[CH2:20][CH2:21][CH2:22][CH2:23][C:24]([OH:26])=[O:25].[OH:31][C:32]1[CH:33]=[CH:34][C:35]([C:38]([C:41]2[CH:42]=[CH:43][C:44]([OH:47])=[CH:45][CH:46]=2)([CH3:40])[CH3:39])=[CH:36][CH:37]=1 |f:6.7.8.9.10.11.12|. Procedure: Dimethyl 2,6-naphthalenedicarboxylate and dimethyl adipate were dispersed in ethylene glycol and an addition product of two ethylene oxides to bisphenol A (BPA•2EO). Then, 0.029 part of manganese acetate tetrahydrate, 0.028 parts of antimony trioxide and 0.1% of spherical silica particles having a mean particle size of 0.3 μm were added to 100 parts of the total of dimethyl 2,6-naphthalenedicarboxylate and dimethyl adipate, and heated with stirring to conduct the reaction. The temperature was el...